Dataset: the Open Reaction Database (ORD), a public repository of structured organic reaction records. Task: describe an organic reaction: reactants, conditions, products, and yield Starting materials: CC(CC[C@@H]1CC[C@H](CC1)[Si]1(CCC(CC1)C1=CC(=C(C(=C1)F)O)F)C1=CC=CC=C1)C (4-(4-(trans-4-(3-methylbutyl)cyclohexyl)-4-phenyl-4-silacyclohexyl)-2,6-difluorophenol), F[C@H](CO)CCCCCCCC ((S)-2-fluoro-1-decanol). Product: CC(CC[C@@H]1CC[C@H](CC1)[Si@@H]1CC[C@H](CC1)C1=CC(=C(C(=C1)F)OC[C@@H](CCCCCCCC)F)F)C ((R)-4-(trans-4-(trans-4-(3-methylbutyl)cyclohexyl)-4-silacyclohexyl)-1-(2-fluorodecyloxy)-2,6-difluorobenzene). Reaction SMILES: [CH3:1][CH:2]([CH3:32])[CH2:3][CH2:4][C@H:5]1[CH2:10][CH2:9][C@H:8]([Si:11]2(C3C=CC=CC=3)[CH2:16][CH2:15][CH:14]([C:17]3[CH:22]=[C:21]([F:23])[C:20]([OH:24])=[C:19]([F:25])[CH:18]=3)[CH2:13][CH2:12]2)[CH2:7][CH2:6]1.[F:33][C@@H:34]([CH2:37][CH2:38][CH2:39][CH2:40][CH2:41][CH2:42][CH2:43][CH3:44])[CH2:35]O>>[CH3:1][CH:2]([CH3:32])[CH2:3][CH2:4][C@H:5]1[CH2:10][CH2:9][C@H:8]([Si@H:11]2[CH2:12][CH2:13][C@H:14]([C:17]3[CH:18]=[C:19]([F:25])[C:20]([O:24][CH2:35][C@H:34]([F:33])[CH2:37][CH2:38][CH2:39][CH2:40][CH2:41][CH2:42][CH2:43][CH3:44])=[C:21]([F:23])[CH:22]=3)[CH2:15][CH2:16]2)[CH2:7][CH2:6]1. Reported procedure: The general procedure of Example 1 was repeated using 4-(4-(trans-4-(3-methylbutyl)cyclohexyl)-4-phenyl-4-silacyclohexyl)-2,6-difluorophenol and (S)-2-fluoro-1-decanol, thereby obtaining the intended compound. Starting materials: [Si](C)(C)(C(C)(C)C)O[C@@H]1C=2C(=C(C(=NC2CC(C1)(C)C)C(C)C)C=O)I ((S)-5-(tert-butyldimethylsilyloxy)-4-iodo-2-isopropyl-7,7-dimethyl-5,6,7,8-tetrahydroquinoline-3-carbaldehyde), IC1=CC=C(C(=O)OCC)C=C1 (ethyl 4-iodobenzoate). The product is [Si](C)(C)(C(C)(C)C)O[C@@H]1C=2C(=C(C(=NC2CC(C1)(C)C)C(C)C)[C@H](C1=CC=C(C(=O)OCC)C=C1)O)I (Ethyl 4-((S)—((S)-5-(tert-butyldimethylsilyloxy)-4-iodo-2-isopropyl-7,7-dimethyl-5,6,7,8-tetrahydroquinolin-3-yl)(hydroxy)methyl)benzoate). As a reaction SMILES: [Si:1]([O:8][C@H:9]1[CH2:18][C:17]([CH3:20])([CH3:19])[CH2:16][C:15]2[N:14]=[C:13]([CH:21]([CH3:23])[CH3:22])[C:12]([CH:24]=[O:25])=[C:11]([I:26])[C:10]1=2)([C:4]([CH3:7])([CH3:6])[CH3:5])([CH3:3])[CH3:2].I[C:28]1[CH:38]=[CH:37][C:31]([C:32]([O:34][CH2:35][CH3:36])=[O:33])=[CH:30][CH:29]=1>>[Si:1]([O:8][C@H:9]1[CH2:18][C:17]([CH3:19])([CH3:20])[CH2:16][C:15]2[N:14]=[C:13]([CH:21]([CH3:22])[CH3:23])[C:12]([C@@H:24]([OH:25])[C:28]3[CH:38]=[CH:37][C:31]([C:32]([O:34][CH2:35][CH3:36])=[O:33])=[CH:30][CH:29]=3)=[C:11]([I:26])[C:10]1=2)([C:4]([CH3:5])([CH3:6])[CH3:7])([CH3:3])[CH3:2]. Procedure details: Obtained by starting from (S)-5-(tert-butyldimethylsilyloxy)-4-iodo-2-isopropyl-7,7-dimethyl-5,6,7,8-tetrahydroquinoline-3-carbaldehyde and ethyl 4-iodobenzoate. The reactants are CC(CC(CCCC)=O)=O (2,4-octanedione), COC(N(C)C)OC (dimethylformamide dimethylacetal). Run at time 8 hour. Yields the product CN(C)C=C(C(C)=O)C(CCCC)=O (3-[(Dimethylamino)Methylene]-2,4-Octanedione). RXN SMILES: [CH3:1][C:2](=[O:10])[CH2:3][C:4](=[O:9])[CH2:5][CH2:6][CH2:7][CH3:8].CO[CH:13](OC)[N:14]([CH3:16])[CH3:15]>>[CH3:13][N:14]([CH:16]=[C:3]([C:4](=[O:9])[CH2:5][CH2:6][CH2:7][CH3:8])[C:2](=[O:10])[CH3:1])[CH3:15]. Reported procedure: A mixture of 2,4-octanedione (7.11 g, 0.50 mole) and dimethylformamide dimethylacetal (7.15 g, 0.60 mole) was stirred overnight at room temperature under argon. The resulting red oil was concentrated on the rotary evaporation then distilled on the kugelrohr at -15 mm, 140°-155° C. to yield 8.60 g (87%) of 3-[(dimethylamino)methyleno]-2,4-octanodione. Reactants: ClC1=C(OC(C(=O)OC)C)C=C(C=C1)C (methyl 2-(2-chloro-5-methylphenoxy)propionate), BrN1C(CCC1=O)=O (N-bromosuccinimide). Reagents/catalysts: N(=NC1(CCCCC1)C#N)C1(CCCCC1)C#N (1,1′-azobis(cyclohexanecarbonitrile)). The solvent is FC1=CC=CC=C1 (fluorobenzene). The product is BrCC=1C=CC(=C(OC(C(=O)OC)C)C1)Cl (methyl 2-[5-(bromomethyl)-2-chlorophenoxy]propionate). Yield: 87.3%. RXN SMILES: [Cl:1][C:2]1[CH:14]=[CH:13][C:12]([CH3:15])=[CH:11][C:3]=1[O:4][CH:5]([CH3:10])[C:6]([O:8][CH3:9])=[O:7].[Br:16]N1C(=O)CCC1=O>N(C1(C#N)CCCCC1)=NC1(C#N)CCCCC1.FC1C=CC=CC=1>[Br:16][CH2:15][C:12]1[CH:13]=[CH:14][C:2]([Cl:1])=[C:3]([CH:11]=1)[O:4][CH:5]([CH3:10])[C:6]([O:8][CH3:9])=[O:7]. Reported procedure: Into 150 ml of fluorobenzene was dissolved 5.61 g of methyl 2-(2-chloro-5-methylphenoxy)propionate obtained above; 4.37 g of N-bromosuccinimide and then 0.2 g of 1,1′-azobis(cyclohexanecarbonitrile) were added, and the mixture was stirred under reflux for 2 hours. After the reaction was completed, the solution was allowed to left for cooling; the reaction solution was filtered; the filtrate was concentrated under reduced pressure; and the residue was subjected to silica gel chromatography to giv... Starting materials: CC1CN(c2ncccc2Br)CCN1, Fc1cc(-c2cc(C(F)(F)F)cc3[nH]c(Cl)nc23)cc(F)c1F. Yields the product CC1CN(c2ncccc2Br)CCN1c1nc2cc(C(F)(F)F)cc(-c3cc(F)c(F)c(F)c3)c2[nH]1. Reaction SMILES: [Br:1][c:2]1[c:3]([N:8]2[CH2:9][CH:10]([CH3:14])[NH:11][CH2:12][CH2:13]2)[n:4][cH:5][cH:6][cH:7]1.[Cl:15][c:16]1[n:17][c:18]2[c:19]([nH:20]1)[cH:21][c:22]([C:34]([F:35])([F:36])[F:37])[cH:23][c:24]2-[c:25]1[cH:26][c:27]([F:33])[c:28]([F:32])[c:29]([F:31])[cH:30]1>>[Br:1][c:2]1[c:3]([N:8]2[CH2:9][CH:10]([CH3:14])[N:11]([c:16]3[nH:17][c:18]4[c:19]([n:20]3)[cH:21][c:22]([C:34]([F:35])([F:36])[F:37])[cH:23][c:24]4-[c:25]3[cH:26][c:27]([F:33])[c:28]([F:32])[c:29]([F:31])[cH:30]3)[CH2:12][CH2:13]2)[n:4][cH:5][cH:6][cH:7]1.